This data is from the Open Reaction Database (ORD), a public repository of structured organic reaction records. The task is: describe an organic reaction: reactants, conditions, products, and yield Reactants: COC(=O)C=1SC(=CC1N=CN(C)C)Br (5-Bromo-3-(dimethylaminomethyleneamino)thiophene-2-carboxylic acid methyl ester), NC1=CC=C(C=C1)N1C[C@@H](CC1)N(C)C ([(R)-1-(4-aminophenyl)pyrrolidin-3-yl]dimethylamine). Product: BrC1=CC=2N=CN(C(C2S1)=O)C1=CC=C(C=C1)N1C[C@@H](CC1)N(C)C (6-Bromo-3-[4-((R)-3-dimethylaminopyrrolidin-1-yl)phenyl]-3H-thieno[3,2-d]pyrimidin-4-one). Reaction SMILES: CO[C:3]([C:5]1[S:6][C:7]([Br:15])=[CH:8][C:9]=1[N:10]=[CH:11][N:12]([CH3:14])C)=[O:4].NC1[CH:22]=[CH:21][C:20]([N:23]2[CH2:27][CH2:26][C@@H:25]([N:28]([CH3:30])[CH3:29])[CH2:24]2)=[CH:19][CH:18]=1>>[Br:15][C:7]1[S:6][C:5]2[C:3](=[O:4])[N:12]([C:14]3[CH:22]=[CH:21][C:20]([N:23]4[CH2:27][CH2:26][C@@H:25]([N:28]([CH3:30])[CH3:29])[CH2:24]4)=[CH:19][CH:18]=3)[CH:11]=[N:10][C:9]=2[CH:8]=1. Procedure details: 5-Bromo-3-(dimethylaminomethyleneamino)thiophene-2-carboxylic acid methyl ester was reacted with [(R)-1-(4-aminophenyl)pyrrolidin-3-yl]dimethylamine by method A1. The product with the molecular weight of 418.05 (C18H19BrN4OS) was obtained in this way; MS (ESI): 419 (M+H+). The reactants are COc1cc(C(N)=O)c([N+](=O)[O-])cc1OCc1ccccc1, O=C(O)C(F)(F)F. Yields the product COc1cc(C(N)=O)c([N+](=O)[O-])cc1O. As a reaction SMILES: [CH2:1]([c:2]1[cH:3][cH:4][cH:5][cH:6][cH:7]1)[O:8][c:9]1[cH:10][c:11]([N+:20](=[O:21])[O-:22])[c:12]([C:13](=[O:14])[NH2:15])[cH:16][c:17]1[O:18][CH3:19].[F:23][C:24]([F:25])([F:26])[C:27]([OH:28])=[O:29]>>[OH:8][c:9]1[cH:10][c:11]([N+:20](=[O:21])[O-:22])[c:12]([C:13](=[O:14])[NH2:15])[cH:16][c:17]1[O:18][CH3:19]. Reactants: [Ba+2], Cc1c(C(=O)Cl)cccc1C(=O)c1ccc(Cl)cc1, Cl, [H][H], O=S(=O)([O-])[O-], S, Cc1ccccc1C, c1ccc2ncccc2c1. Product: Cc1c(C=O)cccc1C(=O)c1ccc(Cl)cc1. As a reaction SMILES: [Ba+2:25].[CH3:1][c:2]1[c:3]([C:4](=[O:5])[Cl:6])[cH:7][cH:8][cH:9][c:10]1[C:11]([c:12]1[cH:13][cH:14][c:15]([Cl:18])[cH:16][cH:17]1)=[O:19].[ClH:39].[H:37][H:38].[S:20]([O-:21])([O-:22])(=[O:23])=[O:24].[S:36].[c:40]1([CH3:41])[c:42]([CH3:43])[cH:44][cH:45][cH:46][cH:47]1.[cH:26]1[cH:27][c:28]2[c:29]([n:30][cH:31][cH:32][cH:33]2)[cH:34][cH:35]1>>[CH3:1][c:2]1[c:3]([CH:4]=[O:5])[cH:7][cH:8][cH:9][c:10]1[C:11]([c:12]1[cH:13][cH:14][c:15]([Cl:18])[cH:16][cH:17]1)=[O:19].